From a dataset of the Open Reaction Database (ORD), a public repository of structured organic reaction records. describe an organic reaction: reactants, conditions, products, and yield The reactants are C(C)OC(CCN1C(N(C2=C1C=CC=C2)CC=2C1=C(SC2)C=CC(=C1)Cl)=O)=O (3-[3-(5-Chloro-benzo[b]thiophen-3-ylmethyl)-2-oxo-2,3-dihydro-benzimidazol-1-yl]-propionic acid ethyl ester), [OH-].[Na+] (NaOH), Cl (HCl). The solvent is CO (MeOH). Conditions: time 1 hour. The product is ClC=1C=CC2=C(C(=CS2)CN2C(N(C3=C2C=CC=C3)CCC(=O)O)=O)C1 (3-{3-[(5-chloro-1-benzothien-3-yl)methyl]-2-oxo-2,3-dihydro-1H-benzimidazol-1-yl}propanoic acid). The yield is 43.1%. RXN SMILES: C([O:3][C:4](=[O:28])[CH2:5][CH2:6][N:7]1[C:11]2[CH:12]=[CH:13][CH:14]=[CH:15][C:10]=2[N:9]([CH2:16][C:17]2[C:18]3[CH:25]=[C:24]([Cl:26])[CH:23]=[CH:22][C:19]=3[S:20][CH:21]=2)[C:8]1=[O:27])C.[OH-].[Na+].Cl>CO>[Cl:26][C:24]1[CH:23]=[CH:22][C:19]2[S:20][CH:21]=[C:17]([CH2:16][N:9]3[C:10]4[CH:15]=[CH:14][CH:13]=[CH:12][C:11]=4[N:7]([CH2:6][CH2:5][C:4]([OH:28])=[O:3])[C:8]3=[O:27])[C:18]=2[CH:25]=1 |f:1.2|. Reported procedure: A solution of 3-[3-(5-Chloro-benzo[b]thiophen-3-ylmethyl)-2-oxo-2,3-dihydro-benzimidazol-1-yl]-propionic acid ethyl ester (50 mg, 0.12 mmol) in MeOH (3 mL) was added 2N NaOH (1 mL). The reaction mixture was stirred at room temperature for 1 h. The solution was then treated with 1M HCl solution until pH ˜4 and extracted with CH2Cl2. The organic phase was dried over Na2SO4 and concentrated. The resulting residue was purified by silica gel prep TLC using 95:5 CH2Cl2:MeOH as an eluent to afford 20 m... The reactants are ClC1=C(C=C(C(=O)O)C=C1S(N(C)C)(=O)=O)[N+](=O)[O-] (4-chloro-5-dimethylsulphamyl-3-nitro-benzoic acid), CNC (dimethylamine), C(CCC)N (n-butylamine), C(CCC)NS(=O)(=O)C=1C(=C(C=C(C(=O)O)C1)[N+](=O)[O-])Cl (5-n-butylsulphamyl-4-chloro-3-nitro-benzoic acid), NC=1C=C(C(=O)O)C=C(C1OC1=CC=CC=C1)S(NC)(=O)=O (3-amino-5-methylsulphamyl-4-phenoxy-benzoic acid), NC1=CC(C(=O)O)=CC(C1)(OC1=CC=CC=C1)S(NCCCC)(=O)=O (3-amino-5-n-butylsulphamyl-5-phenoxy-benzoic acid). Yields the product NC=1C=C(C(=O)O)C=C(C1OC1=CC=CC=C1)S(N(C)C)(=O)=O (3-amino-5-dimethylsulphamyl-4-phenoxy-benzoic acid). As a reaction SMILES: Cl[C:2]1[C:10]([S:11](=[O:16])(=[O:15])[N:12]([CH3:14])[CH3:13])=[CH:9][C:5]([C:6]([OH:8])=[O:7])=[CH:4][C:3]=1[N+:17]([O-])=O.C(NS(C1C(Cl)=C([N+]([O-])=O)C=C(C=1)C(O)=O)(=O)=O)CCC.N[C:42]1[CH:43]=[C:44]([CH:48]=[C:49](S(=O)(=O)NC)[C:50]=1[O:51]C1C=CC=CC=1)C(O)=O.CNC.C(N)CCC.NC1CC(S(=O)(=O)NCCCC)(OC2C=CC=CC=2)C=C(C(O)=O)C=1>>[NH2:17][C:3]1[CH:4]=[C:5]([CH:9]=[C:10]([S:11](=[O:16])(=[O:15])[N:12]([CH3:14])[CH3:13])[C:2]=1[O:51][C:50]1[CH:49]=[CH:48][CH:44]=[CH:43][CH:42]=1)[C:6]([OH:8])=[O:7]. Reported procedure: The starting materials, 4-chloro-5-dimethylsulphamyl-3-nitro-benzoic acid and 5-n-butylsulphamyl-4-chloro-3-nitro-benzoic acid, were new and were obtained as described for the starting material of Example 2 by substituting aqueous dimethylamine (3.6 g containing 1.5 g of dimethylamine) and n-butylamine (2.2 g), respectively, for the aqueous methylamine, and had melting points of 233°-235°C, and 196°-198°C, respectively. Reactants: C(Cl)Cl (DCM), NC=1C(=NC(=CN1)C=1CCOCC1)C1=CC(=C(C(=O)OC(C)(C)C)C=C1)F (tert-butyl 4-(3-amino-6-(3,6-dihydro-2H-pyran-4-yl)pyrazin-2-yl)-2-fluorobenzoate), [H][H] (hydrogen). Reagents/catalysts: [Pd] (Pd/C). Solvent: CO (MeOH). Conditions: time 6 hour. The product is NC=1C(=NC(=CN1)C1CCOCC1)C1=CC(=C(C(=O)OC(C)(C)C)C=C1)F (tert-butyl 4-(3-amino-6-(tetrahydro-2H-pyran-4-yl)pyrazin-2-yl)-2-fluorobenzoate). The yield is 29.8%. RXN SMILES: [NH2:1][C:2]1[C:3]([C:14]2[CH:26]=[CH:25][C:17]([C:18]([O:20][C:21]([CH3:24])([CH3:23])[CH3:22])=[O:19])=[C:16]([F:27])[CH:15]=2)=[N:4][C:5]([C:8]2[CH2:9][CH2:10][O:11][CH2:12][CH:13]=2)=[CH:6][N:7]=1.C(Cl)Cl.[H][H]>CO.[Pd]>[NH2:1][C:2]1[C:3]([C:14]2[CH:26]=[CH:25][C:17]([C:18]([O:20][C:21]([CH3:24])([CH3:22])[CH3:23])=[O:19])=[C:16]([F:27])[CH:15]=2)=[N:4][C:5]([CH:8]2[CH2:13][CH2:12][O:11][CH2:10][CH2:9]2)=[CH:6][N:7]=1. Reported procedure: To a suspension of tert-butyl 4-(3-amino-6-(3,6-dihydro-2H-pyran-4-yl)pyrazin-2-yl)-2-fluorobenzoate (15 g, 40.4 mmol) in MeOH (800 mL) was added DCM (100 mL) until the suspension turned to a homogeneous solution. After degassed by N2 stream for 15 min, Pd/C (10 g, 9.40 mmol) was added to the reaction mixture. To this mixture, hydrogen balloon was equipped after flushed with hydrogen gas three times. The reaction mixture was stirred for 6 h. After the reaction mixture was filtered through Celite... Product: C[C@H]1O[C@H](CN(C1)C1=C(C2=C(C(=NO2)C(=O)NCC2=CC=NN2C)C=C1CO)F)C (6-((2R,6S)-2,6-dimethylmorpholino)-7-fluoro-5-(hydroxymethyl)-N-((1-methyl-1H-pyrazol-5-yl)methyl)benzo[d]isoxazole-3-carboxamide). The reactants are [Si](C1=CC=CC=C1)(C1=CC=CC=C1)(C(C)(C)C)OCC=1C(=C(C2=C(C(=NO2)C(=O)OCC)C1)F)N1C[C@H](O[C@H](C1)C)C (Ethyl 5-((tert-butyldiphenylsilyloxy)methyl)-6-((2R,6S)-2,6-dimethylmorpholino)-7-fluorobenzo[d]isoxazole-3-carboxylate), [Si](C1=CC=CC=C1)(C1=CC=CC=C1)(C(C)(C)C)OCC=1C(=C(C2=C(C(=NO2)C(=O)OCC)C1)F)N1C[C@H](O[C@H](C1)C)C (Ethyl 5-((tert-butyldiphenylsilyloxy)methyl)-6-((2R,6S)-2,6-dimethylmorpholino)-7-fluorobenzo[d]isoxazole-3-carboxylate), CN1N=CC=C1CN ((1-methyl-1H-pyrazol-5-yl)methanamine). As a reaction SMILES: [Si]([O:18][CH2:19][C:20]1[C:21]([N:35]2[CH2:40][C@H:39]([CH3:41])[O:38][C@H:37]([CH3:42])[CH2:36]2)=[C:22]([F:34])[C:23]2[O:27][N:26]=[C:25]([C:28]([O:30]CC)=O)[C:24]=2[CH:33]=1)(C(C)(C)C)(C1C=CC=CC=1)C1C=CC=CC=1.[CH3:43][N:44]1[C:48]([CH2:49][NH2:50])=[CH:47][CH:46]=[N:45]1>>[CH3:41][C@@H:39]1[CH2:40][N:35]([C:21]2[C:20]([CH2:19][OH:18])=[CH:33][C:24]3[C:25]([C:28]([NH:50][CH2:49][C:48]4[N:44]([CH3:43])[N:45]=[CH:46][CH:47]=4)=[O:30])=[N:26][O:27][C:23]=3[C:22]=2[F:34])[CH2:36][C@H:37]([CH3:42])[O:38]1. Procedure details: Starting materials: ethyl 5-((tert-butyldiphenylsilyloxy)methyl)-6-((2R,6S)-2,6-dimethylmorpholino)-7-fluorobenzo[d]isoxazole-3-carboxylate (Intermediate 204) and (1-methyl-1H-pyrazol-5-yl)methanamine Starting materials: CCN=C=NCCCN(C)C, ClCCl, Cc1noc(C)c1S(N)(=O)=O, CN(C)c1ccncc1, Cl, CC(C(=O)Nc1ccccc1CCCC(=O)O)c1cccc2ccccc12. Product: Cc1noc(C)c1S(=O)(=O)NC(=O)CCCc1ccccc1NC(=O)C(C)c1cccc2ccccc12. Reaction SMILES: [CH2:39]([N:40]=[C:41]=[N:42][CH2:43][CH2:44][CH2:45][N:46]([CH3:47])[CH3:48])[CH3:49].[CH2:51]([Cl:52])[Cl:53].[CH3:28][c:29]1[n:30][o:31][c:32]([CH3:38])[c:33]1[S:34](=[O:35])(=[O:36])[NH2:37].[CH3:54][N:55]([CH3:56])[c:57]1[cH:58][cH:59][n:60][cH:61][cH:62]1.[ClH:50].[c:1]1([CH:11]([C:12](=[O:13])[NH:14][c:15]2[c:16]([CH2:21][CH2:22][CH2:23][C:24](=[O:25])[OH:26])[cH:17][cH:18][cH:19][cH:20]2)[CH3:27])[cH:2][cH:3][cH:4][c:5]2[cH:6][cH:7][cH:8][cH:9][c:10]12>>[c:1]1([CH:11]([C:12](=[O:13])[NH:14][c:15]2[c:16]([CH2:21][CH2:22][CH2:23][C:24](=[O:25])[NH:37][S:34]([c:33]3[c:29]([CH3:28])[n:30][o:31][c:32]3[CH3:38])(=[O:35])=[O:36])[cH:17][cH:18][cH:19][cH:20]2)[CH3:27])[cH:2][cH:3][cH:4][c:5]2[cH:6][cH:7][cH:8][cH:9][c:10]12. Reactants: C1(=CC=CC=C1)C (Toluene), C([O-])([O-])=O.[Na+].[Na+] (sodium carbonate), ClC=1C=C(C=CC1Cl)B(O)O (3,4-dichlorophenylboronic acid), BrC=1C=CC(=C(C#N)C1)F (5-bromo-2-fluorobenzonitrile). The reagents and catalysts are C=1C=CC(=CC1)[P](C=2C=CC=CC2)(C=3C=CC=CC3)[Pd]([P](C=4C=CC=CC4)(C=5C=CC=CC5)C=6C=CC=CC6)([P](C=7C=CC=CC7)(C=8C=CC=CC8)C=9C=CC=CC9)[P](C=1C=CC=CC1)(C=1C=CC=CC1)C=1C=CC=CC1 ((Ph3P)4Pd). Run in CO (MeOH), O (water). Run at temperature 105 celsius. Product: ClC=1C=C(C=CC1Cl)C1=CC(=C(C=C1)F)C#N (3′,4′-dichloro-4-fluorobiphenyl-3-carbonitrile). Isolated yield 90.2%. Reaction SMILES: Br[C:2]1[CH:3]=[CH:4][C:5]([F:10])=[C:6]([CH:9]=1)[C:7]#[N:8].C1(C)C=CC=CC=1.C(=O)([O-])[O-].[Na+].[Na+].[Cl:24][C:25]1[CH:26]=[C:27](B(O)O)[CH:28]=[CH:29][C:30]=1[Cl:31]>CO.O.C1C=CC([P]([Pd]([P](C2C=CC=CC=2)(C2C=CC=CC=2)C2C=CC=CC=2)([P](C2C=CC=CC=2)(C2C=CC=CC=2)C2C=CC=CC=2)[P](C2C=CC=CC=2)(C2C=CC=CC=2)C2C=CC=CC=2)(C2C=CC=CC=2)C2C=CC=CC=2)=CC=1>[Cl:24][C:25]1[CH:26]=[C:27]([C:2]2[CH:3]=[CH:4][C:5]([F:10])=[C:6]([C:7]#[N:8])[CH:9]=2)[CH:28]=[CH:29][C:30]=1[Cl:31] |f:2.3.4,^1:41,43,62,81|. Procedure details: A mixture of 5-bromo-2-fluorobenzonitrile (400 mg, 2.000 mmol) and (Ph3P)4Pd (116 mg, 0.100 mmol) were mixed in a microwave tube (20 mL) and flushed with nitrogen. Toluene (5 mL), 2 M aqueous sodium carbonate (2.270 mL, 4.54 mmol) and a solution of 3,4-dichlorophenylboronic acid (519 mg, 2.72 mmol) in MeOH (3 mL) were added. The mixture was heated in an oil bath at 105° C. for 4.5 h. After cooling to room temperature, the reaction was diluted with water (10 mL) and the two phases were separated.... Starting materials: C(C1=CC=CC=C1)N1CCC2=CC(=CC=C12)O (1-benzylindolin-5-ol), [Na] (sodium), C(C)(C)C1=CC=C(C=C1)N=C=O (4-isopropylphenylisocyanate). The solvent is C(C)OCC (diethyl ether). Conditions: time 2 minute. Product: C(C)(C)C1=CC=C(C=C1)NC(OC=1C=C2CCN(C2=CC1)CC1=CC=CC=C1)=O (1-benzylindolin-5-yl 4-isopropylphenylcarbamate). Isolated yield 87.0%. Reaction SMILES: [CH2:1]([N:8]1[C:16]2[C:11](=[CH:12][C:13]([OH:17])=[CH:14][CH:15]=2)[CH2:10][CH2:9]1)[C:2]1[CH:7]=[CH:6][CH:5]=[CH:4][CH:3]=1.[Na].[CH:19]([C:22]1[CH:27]=[CH:26][C:25]([N:28]=[C:29]=[O:30])=[CH:24][CH:23]=1)([CH3:21])[CH3:20]>C(OCC)C>[CH:19]([C:22]1[CH:27]=[CH:26][C:25]([NH:28][C:29](=[O:30])[O:17][C:13]2[CH:12]=[C:11]3[C:16](=[CH:15][CH:14]=2)[N:8]([CH2:1][C:2]2[CH:3]=[CH:4][CH:5]=[CH:6][CH:7]=2)[CH2:9][CH2:10]3)=[CH:24][CH:23]=1)([CH3:21])[CH3:20] |^1:17|. Reported procedure: To a solution of 1-benzylindolin-5-ol (1.50 g, 6.66 mmol) in 33 mL of diethyl ether (5 mL/mmol) was added a piece of sodium (1 mg to 10 mg) at room temperature. After the reaction mixture was stirred at the same temperature for 2 min, 4-isopropylphenylisocyanate (1.3 mL, 8.0 mmol, 1.2 equivalent) was added with additional stirring for 5 min to 10 min. After removal of sodium, the filtrate was concentrated in vacuo, and the residue was purified by silica gel column chromatography (hexane/ethyl ac...